Dataset: the Open Reaction Database (ORD), a public repository of structured organic reaction records. Task: describe an organic reaction: reactants, conditions, products, and yield Reaction conditions: temperature 160 celsius. The solvent is C(C)(=O)OCC (ethyl acetate), O (water), O1CCOCC1 (1,4-dioxane). RXN SMILES: Cl[C:2]1[C:3]2[CH:31]=[C:30]([Cl:32])[CH:29]=[CH:28][C:4]=2[N:5]([CH2:19][C:20]2[CH:25]=[CH:24][C:23]([O:26][CH3:27])=[CH:22][CH:21]=2)[C:6](=[O:18])[CH:7]([CH2:9][C:10]2[CH:15]=[CH:14][C:13]([F:16])=[CH:12][C:11]=2[Cl:17])[N:8]=1.[Cl-].[Li+].O.[OH-].[Cs+].[CH3:38][O:39][C:40]1[CH:45]=[CH:44][C:43](B2OC(C)(C)C(C)(C)O2)=[CH:42][C:41]=1[CH3:55]>O1CCOCC1.O.C(OCC)(=O)C>[Cl:32][C:30]1[CH:29]=[CH:28][C:4]2[N:5]([CH2:19][C:20]3[CH:21]=[CH:22][C:23]([O:26][CH3:27])=[CH:24][CH:25]=3)[C:6](=[O:18])[CH:7]([CH2:9][C:10]3[CH:15]=[CH:14][C:13]([F:16])=[CH:12][C:11]=3[Cl:17])[N:8]=[C:2]([C:43]3[CH:44]=[CH:45][C:40]([O:39][CH3:38])=[C:41]([CH3:55])[CH:42]=3)[C:3]=2[CH:31]=1 |f:1.2,3.4.5|. Starting materials: ClC=1C2=C(N(C(C(N1)CC1=C(C=C(C=C1)F)Cl)=O)CC1=CC=C(C=C1)OC)C=CC(=C2)Cl (5,7-Dichloro-3-(2-chloro-4-fluorobenzyl)-1-(4-methoxybenzyl)-1H-benzo[e][1,4]diazepin-2(3H)-one), [Tetrakis(triphenylphosphine)]palladium(0), COC1=C(C=C(C=C1)B1OC(C(O1)(C)C)(C)C)C (2-(4-methoxy-3-methylphenyl)-4,4,5,5-tetramethyl-1,3,2-dioxaborolane), [Cl-].[Li+] (lithium chloride), O.[OH-].[Cs+] (cesium hydroxide hydrate). Product: ClC1=CC2=C(N(C(C(N=C2C2=CC(=C(C=C2)OC)C)CC2=C(C=C(C=C2)F)Cl)=O)CC2=CC=C(C=C2)OC)C=C1 (7-chloro-3-(2-chloro-4-fluorobenzyl)-5-(4-methoxy-3-methylphenyl)-1-(4-methoxybenzyl)-1H-benzo[e][1,4]diazepin-2(3H)-one). Reported procedure: 5,7-Dichloro-3-(2-chloro-4-fluorobenzyl)-1-(4-methoxybenzyl)-1H-benzo[e][1,4]diazepin-2(3H)-one (0.3 g, 0.61 mmol) was combined with lithium chloride (0.078 g, 1.83 mmol), cesium hydroxide hydrate (0.31 g, 1.83 mmol) and 2-(4-methoxy-3-methylphenyl)-4,4,5,5-tetramethyl-1,3,2-dioxaborolane (0.151 g, 0.61 mmol) in 1,4-dioxane (3 mL) and water (0.3 mL) and the mixture was purged with nitrogen. [Tetrakis(triphenylphosphine)]palladium(0) (0.07 g, 0.061 mmol) was added and the mixture was heated in a ... The reactants are BrC=1C=CC2=C(C(OC(N2CC2=CC=C(C=C2)OC)=O)(C(F)(F)F)CNC(C2=CC=C(C=C2)F)=O)C1 (N-{[6-bromo-1-(4-methoxybenzyl)-2-oxo-4-(trifluoromethyl)-1,4-dihydro-2H-3,1-benzoxazin-4-yl]methyl}-4-fluorobenzamide), CC1(C2=C(C(=CC=C2)P(C3=CC=CC=C3)C4=CC=CC=C4)OC5=C(C=CC=C51)P(C6=CC=CC=C6)C7=CC=CC=C7)C (xantphos), C([O-])([O-])=O.[Cs+].[Cs+] (cesium carbonate), N1C(CCC1)=O (2-pyrrolidinone). The reagents and catalysts are C=1C=CC(=CC1)/C=C/C(=O)/C=C/C2=CC=CC=C2.C=1C=CC(=CC1)/C=C/C(=O)/C=C/C2=CC=CC=C2.C=1C=CC(=CC1)/C=C/C(=O)/C=C/C2=CC=CC=C2.[Pd].[Pd] (tris(dibenzylideneacetone)dipalladium). The solvent is O1CCOCC1 (dioxane), C(C)(=O)OCC (ethyl acetate). Yields the product FC1=CC=C(C(=O)NCC2(OC(N(C3=C2C=C(C=C3)N3C(CCC3)=O)CC3=CC=C(C=C3)OC)=O)C(F)(F)F)C=C1 (4-fluoro-N-{[1-(4-methoxybenzyl)-2-oxo-6-(2-oxopyrrolidin-1-yl)-4-(trifluoromethyl)-1,4-dihydro-2H-3,1-benzoxazin-4-yl]methyl}benzamide). As a reaction SMILES: Br[C:2]1[CH:3]=[CH:4][C:5]2[N:10]([CH2:11][C:12]3[CH:17]=[CH:16][C:15]([O:18][CH3:19])=[CH:14][CH:13]=3)[C:9](=[O:20])[O:8][C:7]([CH2:25][NH:26][C:27](=[O:35])[C:28]3[CH:33]=[CH:32][C:31]([F:34])=[CH:30][CH:29]=3)([C:21]([F:24])([F:23])[F:22])[C:6]=2[CH:36]=1.CC1(C)C2C(=C(P(C3C=CC=CC=3)C3C=CC=CC=3)C=CC=2)OC2C(P(C3C=CC=CC=3)C3C=CC=CC=3)=CC=CC1=2.C(=O)([O-])[O-].[Cs+].[Cs+].[NH:85]1[CH2:89][CH2:88][CH2:87][C:86]1=[O:90]>O1CCOCC1.C(OCC)(=O)C.C1C=CC(/C=C/C(/C=C/C2C=CC=CC=2)=O)=CC=1.C1C=CC(/C=C/C(/C=C/C2C=CC=CC=2)=O)=CC=1.C1C=CC(/C=C/C(/C=C/C2C=CC=CC=2)=O)=CC=1.[Pd].[Pd]>[F:34][C:31]1[CH:32]=[CH:33][C:28]([C:27]([NH:26][CH2:25][C:7]2([C:21]([F:24])([F:23])[F:22])[C:6]3[CH:36]=[C:2]([N:85]4[CH2:89][CH2:88][CH2:87][C:86]4=[O:90])[CH:3]=[CH:4][C:5]=3[N:10]([CH2:11][C:12]3[CH:17]=[CH:16][C:15]([O:18][CH3:19])=[CH:14][CH:13]=3)[C:9](=[O:20])[O:8]2)=[O:35])=[CH:29][CH:30]=1 |f:2.3.4,8.9.10.11.12|. Procedure details: A mixed solution of N-{[6-bromo-1-(4-methoxybenzyl)-2-oxo-4-(trifluoromethyl)-1,4-dihydro-2H-3,1-benzoxazin-4-yl]methyl}-4-fluorobenzamide (100 mg, 0.176 mmol), tris(dibenzylideneacetone)dipalladium (8.0 mg, 0.008 mmol), xantphos (15.2 mg, 0.024 mmol), cesium carbonate (57.4 mg, 0.176 mmol) and 2-pyrrolidinone (26.8 μL, 0.352 mmol) in dioxane (0.5 mL) was stirred at 120° C. for 30 minutes under microwave irradiation. After the reaction solution was left to cool, the solution was diluted with eth... Starting materials: O (water), [S-]C#N.[K+] (Potassium thiocyanate), NC1=CC(=NN1C1=C(C=C(C=C1Cl)C(F)(F)F)Cl)C1=NOC=N1 (5-amino-1-(2,6-dichloro-4-trifluoromethylphenyl)-3-(1,2,4-oxadiazol-3-yl)pyrazole), BrBr (bromine). Solvent: CO (methanol), CO (methanol), CO (methanol). Run at temperature -78 celsius, time 8 minute. Yields the product NC1=C(C(=NN1C1=C(C=C(C=C1Cl)C(F)(F)F)Cl)C1=NOC=N1)SC#N (5-Amino-1-(2,6-dichloro-4-trifluoromethylphenyl)-3-(1,2,4-oxadiazol-3-yl)-4-thiocyanato pyrazole). Isolated yield 98.2%. As a reaction SMILES: [S-:1][C:2]#[N:3].[K+].BrBr.[NH2:7][C:8]1[N:12]([C:13]2[C:18]([Cl:19])=[CH:17][C:16]([C:20]([F:23])([F:22])[F:21])=[CH:15][C:14]=2[Cl:24])[N:11]=[C:10]([C:25]2[N:29]=[CH:28][O:27][N:26]=2)[CH:9]=1.O>CO>[NH2:7][C:8]1[N:12]([C:13]2[C:18]([Cl:19])=[CH:17][C:16]([C:20]([F:23])([F:21])[F:22])=[CH:15][C:14]=2[Cl:24])[N:11]=[C:10]([C:25]2[N:29]=[CH:28][O:27][N:26]=2)[C:9]=1[S:1][C:2]#[N:3] |f:0.1|. Reported procedure: Potassium thiocyanate (1.45 g, 14.9 mmol) was dissolved in 20 ml of dry methanol, and then a methanol (5 ml) solution of bromine (0.28 ml, 5.44 mmol) was added dropwise with stirring at −78° C. over 8 minutes (inner temperature: not higher than −65° C.). After the completion of adding dropwise, the mixture was stirred at −78° C. for 10 minutes and a methanol (15 ml) solution of 5-amino-1-(2,6-dichloro-4-trifluoromethylphenyl)-3-(1,2,4-oxadiazol-3-yl)pyrazole (1.80 g, 4.94 mmol) was added dropwis... Procedure: Prepared in a similar manner to example 1 using 5-(2,4-dimethoxybenzyl)-2H-1,2,4-triazole-3(4H)-thione (example 9a) and 2-(bromomethyl)pyridine hydrobromide. Yield 34%. 1H NMR (500 MHz, CDCl3): δ 3.77 (s, 3H), 3.79 (s, 3H), 4.0 (s, 2H), 4.34 (s,2H), 6.35-6.45 (m, 2H), 7.1 (d, 1H), 7.15 (t, 1H), 7.3 (d, 1H), 7.7 (t, 1H), 8.5 (s, 1H). MS(M+H, 343). Yields the product COC1=C(CC2=NC(=NN2)SCC2=NC=CC=C2)C=CC(=C1)OC (2-((5-(2,4-dimethoxybenzyl)-1H-1,2,4-triazol-3-ylthio)methyl)pyridine). Starting materials: COC1=C(CC=2NC(NN2)=S)C=CC(=C1)OC (5-(2,4-dimethoxybenzyl)-2H-1,2,4-triazole-3(4H)-thione), Br.BrCC1=NC=CC=C1 (2-(bromomethyl)pyridine hydrobromide). The yield is 34.0%. Reaction SMILES: [CH3:1][O:2][C:3]1[CH:15]=[C:14]([O:16][CH3:17])[CH:13]=[CH:12][C:4]=1[CH2:5][C:6]1[NH:7][C:8](=[S:11])[NH:9][N:10]=1.Br.Br[CH2:20][C:21]1[CH:26]=[CH:25][CH:24]=[CH:23][N:22]=1>>[CH3:1][O:2][C:3]1[CH:15]=[C:14]([O:16][CH3:17])[CH:13]=[CH:12][C:4]=1[CH2:5][C:6]1[NH:10][N:9]=[C:8]([S:11][CH2:20][C:21]2[CH:26]=[CH:25][CH:24]=[CH:23][N:22]=2)[N:7]=1 |f:1.2|. Reactants: N=1C=CN2C1C(=CC=C2)CO (imidazo[1,2-a]pyridin-8-ylmethanol), S(=O)(Cl)Cl (thionyl chloride). Reaction conditions: temperature 75 celsius, time 8 hour. Yields the product ClCC=1C=2N(C=CC1)C=CN2 (8-(chloromethyl)imidazo[1,2-a]pyridine). RXN SMILES: [N:1]1[CH:2]=[CH:3][N:4]2[CH:9]=[CH:8][CH:7]=[C:6]([CH2:10]O)[C:5]=12.S(Cl)([Cl:14])=O>>[Cl:14][CH2:10][C:6]1[C:5]2[N:4]([CH:3]=[CH:2][N:1]=2)[CH:9]=[CH:8][CH:7]=1. Reported procedure: A mixture of imidazo[1,2-a]pyridin-8-ylmethanol (800 mg) and excess thionyl chloride was stirred at 70-80° C. for 8 h. Excess thionyl chloride was removed under vacuum. The residue was then diluted with toluene and evaporated. This procedure was repeated 3 times. Reactants: N\C(\CNC(OC(C)(C)C)=O)=N/O ((Z)-tert-butyl 2-amino-2-(hydroxyimino)ethylcarbamate), CCOC(=O)C (EtOAc), CC[O-].[Na+] (NaOEt). The solvent is CCO (EtOH), CCO (EtOH). The product is CC1=NC(=NO1)CNC(OC(C)(C)C)=O (tert-butyl (5-methyl-1,2,4-oxadiazol-3-yl)methylcarbamate). Yield: 93.8%. RXN SMILES: [NH2:1]/[C:2](=[N:12]\[OH:13])/[CH2:3][NH:4][C:5](=[O:11])[O:6][C:7]([CH3:10])([CH3:9])[CH3:8].[CH3:14][CH2:15]OC(C)=O.CC[O-].[Na+]>CCO>[CH3:14][C:15]1[O:13][N:12]=[C:2]([CH2:3][NH:4][C:5](=[O:11])[O:6][C:7]([CH3:9])([CH3:8])[CH3:10])[N:1]=1 |f:2.3|. Procedure: To a stirred solution of (Z)-tert-butyl 2-amino-2-(hydroxyimino)ethylcarbamate (945 mg, 5 mmol) and EtOAc (2.0 mL, 20.0 mmol) in EtOH (100 mL) was added a solution of NaOEt in EtOH (13 mL, 50.0 mmol) and refluxed for 6 h. The reaction mixture was cooled and all the solvent was evaporated under reduced pressure. The residue was dissolved in water and the aqueous layer was extracted with EtOAc. The combined organic layers were dried on Na2SO4 and concentrated to provide 1.0 g of tert-butyl (5-meth... Reactants: O=C1CC2(CCC(O)CC2)Oc2ccc(Br)cc21, CI. Yields the product COC1CCC2(CC1)CC(=O)c1cc(Br)ccc1O2. As a reaction SMILES: [Br:1][c:2]1[cH:3][c:4]2[c:9]([cH:10][cH:11]1)[O:8][C:7]1([CH2:6][C:5]2=[O:18])[CH2:12][CH2:13][CH:14]([OH:17])[CH2:15][CH2:16]1.[CH3:19][I:20]>>[Br:1][c:2]1[cH:3][c:4]2[c:9]([cH:10][cH:11]1)[O:8][C:7]1([CH2:6][C:5]2=[O:18])[CH2:12][CH2:13][CH:14]([O:17][CH3:19])[CH2:15][CH2:16]1. The reactants are CC=1C=CC=C2C=C(C(=NC12)C1=C(C=CC=C1)C)CO ((8-methyl-2-o-tolylquinolin-3-yl)methanol), [H-].[Na+] (sodium hydride), oil, ClC1=C2NC=NC2=NC=N1 (6-chloropurine), N12CCN(CC1)CC2 (1,4-diazabicyclo[2.2.2]octane). The solvent is [Cl-].[Na+].O (brine), CS(=O)C (DMSO), C(C)(=O)O (acetic acid), CS(=O)C (DMSO). Reaction conditions: time 4 hour. Product: N1=CN=C2NC=NC2=C1OCC=1C(=NC2=C(C=CC=C2C1)C)C1=C(C=CC=C1)C (3-((9H-Purin-6-yloxy)methyl)-8-methyl-2-o-tolylquinoline). RXN SMILES: Cl[C:2]1[N:10]=[CH:9][N:8]=[C:7]2[C:3]=1[NH:4][CH:5]=[N:6]2.N12CCN(CC1)CC2.[CH3:19][C:20]1[CH:21]=[CH:22][CH:23]=[C:24]2[C:29]=1[N:28]=[C:27]([C:30]1[CH:35]=[CH:34][CH:33]=[CH:32][C:31]=1[CH3:36])[C:26]([CH2:37][OH:38])=[CH:25]2.[H-].[Na+]>CS(C)=O.[Cl-].[Na+].O.C(O)(=O)C>[N:10]1[C:2]([O:38][CH2:37][C:26]2[C:27]([C:30]3[CH:35]=[CH:34][CH:33]=[CH:32][C:31]=3[CH3:36])=[N:28][C:29]3[C:24]([CH:25]=2)=[CH:23][CH:22]=[CH:21][C:20]=3[CH3:19])=[C:3]2[C:7]([NH:6][CH:5]=[N:4]2)=[N:8][CH:9]=1 |f:3.4,6.7.8|. Reported procedure: Prepared according to procedure L A mixture of 6-chloropurine (110 mg, 0.71 mmol) and 1,4-diazabicyclo[2.2.2]octane (160 mg, 1.43 mmol) in DMSO (0.7 mL) was stirred at rt for 4 h and was then added via cannula to a mixture of (8-methyl-2-o-tolylquinolin-3-yl)methanol (94 mg, 0.36 mmol) and sodium hydride, 60% dispersion in mineral oil (57 mg, 1.43 mmol) in DMSO (1 mL) that had been stirred at rt for 15 min prior to the addition. The mixture was stirred at rt for 3.5 h, neutralized by the additio... Reactants: CCOC(=O)c1oc2cc(OC)ccc2c1C(=O)OCC, CS(C)=O, [Cl-], [Na+], O. Product: CCOC(=O)c1coc2cc(OC)ccc12. Reaction SMILES: [CH2:1]([O:2][C:3](=[O:4])[c:6]1[o:7][c:8]2[c:9]([c:10]1[C:11](=[O:12])[O:13][CH2:14][CH3:15])[cH:16][cH:17][c:18]([O:20][CH3:21])[cH:19]2)[CH3:5].[CH3:25][S:26]([CH3:27])=[O:28].[Cl-:23].[Na+:22].[OH2:24]>>[cH:6]1[o:7][c:8]2[c:9]([c:10]1[C:11](=[O:12])[O:13][CH2:14][CH3:15])[cH:16][cH:17][c:18]([O:20][CH3:21])[cH:19]2. Starting materials: N1C=CC2=CC(=CC=C12)C(=O)O (5-indolecarboxylic acid), CCN=C=NCCCN(C)C (EDAC), C(=O)(OC(C)(C)C)N1C(CC(CC1)CC1=CC=CC=C1)C (1-BOC-2-methyl-4-benzylpiperidine), FC(C(=O)O)(F)F (trifluoroacetic acid), C(C)(C)N(CC)C(C)C (diisopropylethylamine). Solvent: O (water), ClCCl (dichloromethane), ClCCl (dichloromethane). Reaction conditions: time 10 hour. Product: C[C@@H]1N(CC[C@@H](C1)CC1=CC=CC=C1)C=1NC2=CC=C(C=C2C1)C(=O)N (cis-2-Methyl-4-benzylpiperidin-1-yl-indole-5-carboxamide). Yield: 51.8%. As a reaction SMILES: [C:1]([N:8]1[CH2:13][CH2:12][CH:11]([CH2:14][C:15]2[CH:20]=[CH:19][CH:18]=[CH:17][CH:16]=2)[CH2:10][CH:9]1[CH3:21])(OC(C)(C)C)=O.FC(F)(F)C(O)=O.C([N:32](C(C)C)CC)(C)C.[NH:38]1[C:46]2[C:41](=[CH:42][C:43]([C:47]([OH:49])=O)=[CH:44][CH:45]=2)[CH:40]=C1.CCN=C=NCCCN(C)C>ClCCl.O>[CH3:21][C@H:9]1[CH2:10][C@@H:11]([CH2:14][C:15]2[CH:16]=[CH:17][CH:18]=[CH:19][CH:20]=2)[CH2:12][CH2:13][N:8]1[C:1]1[NH:38][C:46]2[C:41]([CH:40]=1)=[CH:42][C:43]([C:47]([NH2:32])=[O:49])=[CH:44][CH:45]=2. Reported procedure: To a solution of 1-BOC-2-methyl-4-benzylpiperidine (0.29 g, 1.0 mMol) in 5 mL of dichloromethane was added trifluoroacetic acid (TFA) (0.5 mL). After stirring at rt for 10 h the reaction mixture was evaporated in vacuo and azeotroped twice with dichloromethane and twice with hexane. The residue was dissolved in 5 mL of dichloromethane and diisopropylethylamine (1.6 mL, 10 mMol) was added. In a separate flask a mixture of 5-indolecarboxylic acid (0.19 g, 1.2 mMol) and EDAC (0.23 g, 1.2 mMol) was ...